Dataset: the Open Reaction Database (ORD), a public repository of structured organic reaction records. Task: describe an organic reaction: reactants, conditions, products, and yield Reactants: CCCC(=O)c1cc(NCCN2CCCC2)c(C)c(N2CCN(C(=O)OC(C)(C)C)CC2)c1, CO, Cl, C1COCCO1. Product: CCCC(=O)c1cc(NCCN2CCCC2)c(C)c(N2CCNCC2)c1, Cl. As a reaction SMILES: [C:1]([CH2:2][CH2:3][CH3:4])(=[O:5])[c:6]1[cH:7][c:8]([NH:26][CH2:27][CH2:28][N:29]2[CH2:30][CH2:31][CH2:32][CH2:33]2)[c:9]([CH3:25])[c:10]([N:12]2[CH2:13][CH2:14][N:15]([C:18]([O:19][C:20]([CH3:21])([CH3:22])[CH3:23])=[O:24])[CH2:16][CH2:17]2)[cH:11]1.[CH3:35][OH:36].[ClH:34].[O:37]1[CH2:38][CH2:39][O:40][CH2:41][CH2:42]1>>[C:1]([CH2:2][CH2:3][CH3:4])(=[O:5])[c:6]1[cH:7][c:8]([NH:26][CH2:27][CH2:28][N:29]2[CH2:30][CH2:31][CH2:32][CH2:33]2)[c:9]([CH3:25])[c:10]([N:12]2[CH2:13][CH2:14][NH:15][CH2:16][CH2:17]2)[cH:11]1.[ClH:34]. Starting materials: ClC1=CC2=C(C(=N1)C#N)N=CN2C (6-chloro-1-methyl-1H-imidazo[4,5-c]pyridine-4-carbonitrile), COCCOCOC1=C(C=C(C=C1)B(O)O)C(F)(F)F (4-(2-methoxy-ethoxymethoxy)-3-trifluoromethyl-phenyl-boronic acid), P(=O)([O-])([O-])[O-].[K+].[K+].[K+] (potassium phosphate), C1(CCCCC1)P(C1CCCCC1)C1CCCCC1 (tricyclohexylphosphine). Reagents/catalysts: C=1C=CC(=CC1)/C=C/C(=O)/C=C/C2=CC=CC=C2.C=1C=CC(=CC1)/C=C/C(=O)/C=C/C2=CC=CC=C2.C=1C=CC(=CC1)/C=C/C(=O)/C=C/C2=CC=CC=C2.[Pd].[Pd] (tris(dibenzylideneacetone)dipalladium). Run in O1CCOCC1 (dioxane), O (water). Conditions: temperature 100 celsius. Yields the product COCCOCOC1=C(C=C(C=C1)C1=CC2=C(C(=N1)C#N)N=CN2C)C(F)(F)F (6-(4-(2-Methoxy-ethoxymethoxy)-3-trifluoromethyl-phenyl)-1-methyl-1H-imidazo[4,5-c]pyridine-4-carbonitrile). RXN SMILES: Cl[C:2]1[N:7]=[C:6]([C:8]#[N:9])[C:5]2[N:10]=[CH:11][N:12]([CH3:13])[C:4]=2[CH:3]=1.[CH3:14][O:15][CH2:16][CH2:17][O:18][CH2:19][O:20][C:21]1[CH:26]=[CH:25][C:24](B(O)O)=[CH:23][C:22]=1[C:30]([F:33])([F:32])[F:31].P([O-])([O-])([O-])=O.[K+].[K+].[K+].C1(P(C2CCCCC2)C2CCCCC2)CCCCC1>O1CCOCC1.O.C1C=CC(/C=C/C(/C=C/C2C=CC=CC=2)=O)=CC=1.C1C=CC(/C=C/C(/C=C/C2C=CC=CC=2)=O)=CC=1.C1C=CC(/C=C/C(/C=C/C2C=CC=CC=2)=O)=CC=1.[Pd].[Pd]>[CH3:14][O:15][CH2:16][CH2:17][O:18][CH2:19][O:20][C:21]1[CH:26]=[CH:25][C:24]([C:2]2[N:7]=[C:6]([C:8]#[N:9])[C:5]3[N:10]=[CH:11][N:12]([CH3:13])[C:4]=3[CH:3]=2)=[CH:23][C:22]=1[C:30]([F:31])([F:32])[F:33] |f:2.3.4.5,9.10.11.12.13|. Procedure: A mixture of 6-chloro-1-methyl-1H-imidazo[4,5-c]pyridine-4-carbonitrile (5.9 g), 4-(2-methoxy-ethoxymethoxy)-3-trifluoromethyl-phenyl-boronic acid (9.92 g), potassium phosphate (11.1 g), tris(dibenzylideneacetone)dipalladium (1.4 g) and tricyclohexylphosphine (1.03 g) in dioxane (190 ml) and water (60 ml) was heated at 100° C. under nitrogen atmosphere for 2 hours. After cooling to room temperature, the mixture was then extracted with ethyl acetate (500 ml×2), the combined organic layers were dr... Reactants: CCOC(=O)c1cc(Br)[nH]c1C, C1COCCOCCOCCOCCO1, Cl, [H-], [Na+], [Na+], C1CCOC1, O=C([O-])O, O=S(=O)(Cl)c1cccnc1. The product is CCOC(=O)c1cc(Br)n(S(=O)(=O)c2cccnc2)c1C. Reaction SMILES: [Br:1][c:2]1[cH:3][c:4]([C:8](=[O:9])[O:10][CH2:11][CH3:12])[c:5]([CH3:7])[nH:6]1.[CH2:15]1[O:16][CH2:17][CH2:18][O:19][CH2:20][CH2:21][O:22][CH2:23][CH2:24][O:25][CH2:26][CH2:27][O:28][CH2:29]1.[ClH:30].[H-:13].[Na+:14].[Na+:41].[O:46]1[CH2:47][CH2:48][CH2:49][CH2:50]1.[OH:42][C:43](=[O:44])[O-:45].[n:31]1[cH:32][c:33]([S:37](=[O:38])(=[O:39])[Cl:40])[cH:34][cH:35][cH:36]1>>[Br:1][c:2]1[cH:3][c:4]([C:8](=[O:9])[O:10][CH2:11][CH3:12])[c:5]([CH3:7])[n:6]1[S:37]([c:33]1[cH:32][n:31][cH:36][cH:35][cH:34]1)(=[O:38])=[O:39].